From a dataset of the Open Reaction Database (ORD), a public repository of structured organic reaction records. describe an organic reaction: reactants, conditions, products, and yield Starting materials: CCO, CC(C)O, NN, O, O, O=[N+]([O-])c1ccc2ncnc(Nc3ccccc3)c2c1. Product: Nc1ccc2ncnc(Nc3ccccc3)c2c1. As a reaction SMILES: [CH2:29]([OH:30])[CH3:31].[CH:21]([OH:22])([CH3:23])[CH3:24].[NH2:26][NH2:27].[OH2:25].[OH2:28].[c:1]1([NH:7][c:8]2[n:9][cH:10][n:11][c:12]3[cH:13][cH:14][c:15]([N+:18]([O-:19])=[O:20])[cH:16][c:17]23)[cH:2][cH:3][cH:4][cH:5][cH:6]1>>[c:1]1([NH:7][c:8]2[n:9][cH:10][n:11][c:12]3[cH:13][cH:14][c:15]([NH2:18])[cH:16][c:17]23)[cH:2][cH:3][cH:4][cH:5][cH:6]1. The reactants are C(C)(C)(C)C=1C=C(N(N1)C1=CC(=C(C=C1)CO[Si](C(C)C)(C(C)C)C(C)C)OCCO)NC(=O)N[C@H]1CC[C@H](C2=CC=CC=C12)OC=1C=CC=2N(C1)C(=NN2)N2[C@H](CCCC2)C (1-{5-tert-Butyl-2-[3-(2-hydroxy-ethoxy)-4-triisopropylsilanyloxymethyl-phenyl]-2H-pyrazol-3-yl}-3-{(1S,4R)-4-[3-((S)-2-methyl-piperidin-1-yl)-[1,2,4]triazolo[4,3-a]pyridin-6-yloxy]-1,2,3,4-tetrahydro-naphthalen-1-yl]-urea), CS(=O)(=O)Cl (methanesulfonyl chloride), CCN(C(C)C)C(C)C (DIPEA). The solvent is C(Cl)Cl (DCM). Reaction conditions: time 1 hour. Yields the product C(C)(C)(C)C1=NN(C(=C1)NC(=O)N[C@H]1CC[C@H](C2=CC=CC=C12)OC=1C=CC=2N(C1)C(=NN2)N2[C@H](CCCC2)C)C=2C=CC(=C(OCCOS(=O)(=O)C)C2)CO[Si](C(C)C)(C(C)C)C(C)C (Methanesulfonic acid 2-{5-[3-tert-butyl-5-(3-{(1S,4R)-4-[3-((S)-2-methyl-piperidin-1-yl)-[1,2,4]triazolo[4,3-a]pyridin-6-yloxy]-1,2,3,4-tetrahydro-naphthalen-1-yl}-ureido)-pyrazol-1-yl]-2-triisopropylsilanyloxymethyl-phenoxy}-ethyl ester). Yield: 97.2%. As a reaction SMILES: [C:1]([C:5]1[CH:6]=[C:7]([NH:32][C:33]([NH:35][C@@H:36]2[C:45]3[C:40](=[CH:41][CH:42]=[CH:43][CH:44]=3)[C@H:39]([O:46][C:47]3[CH:48]=[CH:49][C:50]4[N:51]([C:53]([N:56]5[CH2:61][CH2:60][CH2:59][CH2:58][C@@H:57]5[CH3:62])=[N:54][N:55]=4)[CH:52]=3)[CH2:38][CH2:37]2)=[O:34])[N:8]([C:10]2[CH:15]=[CH:14][C:13]([CH2:16][O:17][Si:18]([CH:25]([CH3:27])[CH3:26])([CH:22]([CH3:24])[CH3:23])[CH:19]([CH3:21])[CH3:20])=[C:12]([O:28][CH2:29][CH2:30][OH:31])[CH:11]=2)[N:9]=1)([CH3:4])([CH3:3])[CH3:2].[CH3:63][S:64](Cl)(=[O:66])=[O:65].CCN(C(C)C)C(C)C>C(Cl)Cl>[C:1]([C:5]1[CH:6]=[C:7]([NH:32][C:33]([NH:35][C@@H:36]2[C:45]3[C:40](=[CH:41][CH:42]=[CH:43][CH:44]=3)[C@H:39]([O:46][C:47]3[CH:48]=[CH:49][C:50]4[N:51]([C:53]([N:56]5[CH2:61][CH2:60][CH2:59][CH2:58][C@@H:57]5[CH3:62])=[N:54][N:55]=4)[CH:52]=3)[CH2:38][CH2:37]2)=[O:34])[N:8]([C:10]2[CH:15]=[CH:14][C:13]([CH2:16][O:17][Si:18]([CH:25]([CH3:27])[CH3:26])([CH:22]([CH3:24])[CH3:23])[CH:19]([CH3:20])[CH3:21])=[C:12]([CH:11]=2)[O:28][CH2:29][CH2:30][O:31][S:64]([CH3:63])(=[O:66])=[O:65])[N:9]=1)([CH3:4])([CH3:3])[CH3:2]. Reported procedure: A mixture of Intermediate 55eB (26.0 mg, 0.30 mmol), methanesulfonyl chloride (70.0 μL, 0.90 mmol) and DIPEA (208 μL, 1.20 mmol) in DCM (8 mL) was stirred at RT for 1 h. The reaction mixture was partitioned between DCM and water. The organic layer was washed with brine, separated through a phase separating cartridge and concentrated in vacuo to afford the title compound (275 mg, 97%). LCMS (Method 3): Rt 5.23 min, m/z 943 [MH+]. Starting materials: C(C)(C)[C@@H]1N=C([C@@](N=C1OC)(C)CC1=CC=CC=C1)OC ((2S,5R)-2,5-dihydro-2-isopropyl-3,6-dimethoxy-5-benzyl-5-methylpyrazine), Cl (HCl). Run in C(C)OCC (diethyl ether), C(C)OCC (diethyl ether). Reaction conditions: time 2 hour. The product is C(C)(C)[C@@H]1N=C([C@@](NC1=O)(C)CC1=CC=CC=C1)OC ((2S,5R)-2,5-dihydro-2-isopropyl-6-methoxy-5-benzyl-5-methyl-3-pyrazinone). Isolated yield 68.6%. As a reaction SMILES: [CH:1]([C@H:4]1[C:9]([O:10]C)=[N:8][C@@:7]([CH2:13][C:14]2[CH:19]=[CH:18][CH:17]=[CH:16][CH:15]=2)([CH3:12])[C:6]([O:20][CH3:21])=[N:5]1)([CH3:3])[CH3:2].Cl>C(OCC)C>[CH:1]([C@H:4]1[C:9](=[O:10])[NH:8][C@@:7]([CH2:13][C:14]2[CH:15]=[CH:16][CH:17]=[CH:18][CH:19]=2)([CH3:12])[C:6]([O:20][CH3:21])=[N:5]1)([CH3:3])[CH3:2]. Procedure: 1.44 g of (2S,5R)-2,5-dihydro-2-isopropyl-3,6-dimethoxy-5-benzyl-5-methylpyrazine in 30 ml of diethyl ether were treated at room temperature with 25 ml of 0.2 N HCl in diethyl ether. After 2 h, the mixture was evaporated under reduced pressure. Distillation of the residue yielded 0.94 g (69%) of crude (2S,5R)-2,5-dihydro-2-isopropyl-6-methoxy-5-benzyl-5-methyl-3-pyrazinone, boiling point 170° C./0.005 torr. Starting materials: FC(C(=O)O)(F)F (trifluoroacetic acid), ClC1=CC=C(C=C1)C1=CC=C(C=C1)NC(\C=C\C1=CC=C(C=C1)C(OC)OC)=O ((E)-N-(4′-chlorobiphenyl-4-yl)-3-(4-dimethoxymethylphenyl)acrylamide). Solvent: C(Cl)(Cl)Cl (chloroform), O (water), C(Cl)(Cl)Cl (chloroform), O (water). Conditions: time 8 hour. The product is ClC1=CC=C(C=C1)C1=CC=C(C=C1)NC(\C=C\C1=CC=C(C=C1)C=O)=O ((E)-N-(4′-chlorobiphenyl-4-yl)-3-(4-formylphenyl)acrylamide). RXN SMILES: FC(F)(F)C(O)=O.[Cl:8][C:9]1[CH:14]=[CH:13][C:12]([C:15]2[CH:20]=[CH:19][C:18]([NH:21][C:22](=[O:36])/[CH:23]=[CH:24]/[C:25]3[CH:30]=[CH:29][C:28]([CH:31](OC)[O:32]C)=[CH:27][CH:26]=3)=[CH:17][CH:16]=2)=[CH:11][CH:10]=1>C(Cl)(Cl)Cl.O>[Cl:8][C:9]1[CH:14]=[CH:13][C:12]([C:15]2[CH:16]=[CH:17][C:18]([NH:21][C:22](=[O:36])/[CH:23]=[CH:24]/[C:25]3[CH:26]=[CH:27][C:28]([CH:31]=[O:32])=[CH:29][CH:30]=3)=[CH:19][CH:20]=2)=[CH:11][CH:10]=1. Reported procedure: 70 mL of water and 21 mL of trifluoroacetic acid are added to a suspension of 9.8 g (24.02 mmol) of (E)-N-(4′-chlorobiphenyl-4-yl)-3-(4-dimethoxymethylphenyl)acrylamide in 280 mL of chloroform and the reaction mixture is stirred for 8 hours at ambient temperature. It is diluted with chloroform and water, the organic phase is separated off and extracted with water. The organic phase is dried, filtered through silica gel, and the solvent is distilled off. Yield: 5.5 g; C22H16ClNO2 (M=361.83); calc... Reactants: CC1(OCC(O1)COC1=C(C=C(C(=N)NO)C=C1C)C)C (rac-4-(2,2-dimethyl-[1,3]dioxolan-4-ylmethoxy)-N-hydroxy-3,5-dimethyl-benzamidine), C(C)C=1C=C(C#N)C=C(C1O)C (3-ethyl-4-hydroxy-5-methyl-benzonitrile), D-alpha-beta-isopropyliden glycerol. The product is CC1(OC[C@@H](O1)COC1=C(C=C(C(=N)NO)C=C1C)CC)C ((S)-4-(2,2-Dimethyl-[1,3]dioxolan-4-ylmethoxy)-3-ethyl-N-hydroxy-5-methyl-benzamidine), oil. RXN SMILES: [CH3:1][C:2]1([CH3:21])[O:6][CH:5]([CH2:7][O:8][C:9]2[C:18]([CH3:19])=[CH:17][C:12]([C:13]([NH:15][OH:16])=[NH:14])=[CH:11][C:10]=2[CH3:20])[CH2:4][O:3]1.[CH2:22](C1C=C(C=C(C)C=1O)C#N)C>>[CH3:1][C:2]1([CH3:21])[O:6][C@@H:5]([CH2:7][O:8][C:9]2[C:10]([CH3:20])=[CH:11][C:12]([C:13]([NH:15][OH:16])=[NH:14])=[CH:17][C:18]=2[CH2:19][CH3:22])[CH2:4][O:3]1. Reported procedure: The title compound is obtained as a yellow oil (0.77 g) in analogy to rac-4-(2,2-dimethyl-[1,3]dioxolan-4-ylmethoxy)-N-hydroxy-3,5-dimethyl-benzamidine starting from 3-ethyl-4-hydroxy-5-methyl-benzonitrile and D-alpha-beta-isopropyliden glycerol; LC-MS: tR=0.68 min, [M+H]+=308.99. Reactants: salt, C(C1=CC=CC=C1)N1C(SCC1=O)=NC=1C=C(C#N)C=CC1NCC (3-(3-benzyl-4-oxothiazolidin-2-ylideneamino)-4-(ethylamino)benzonitrile), C1CCC2=NCCCN2CC1 (DBU), CN(C)C=O (DMF). Reaction conditions: temperature 100 celsius. Product: C(C1=CC=CC=C1)N1C(SC(C1=O)=C1N(C2=C(N1C)C=CC=C2)C)=NC=2C=C(C#N)C=CC2NCC (3-[3-benzyl-5-(1,3-dimethyl-1,3-dihydrobenzoimidazol-2-ylidene)-4-oxothiazolidin-2-ylideneamino]-4-(ethylamino)benzonitrile). As a reaction SMILES: [CH2:1]([N:8]1[C:12](=[O:13])[CH2:11][S:10][C:9]1=[N:14][C:15]1[CH:16]=[C:17]([CH:20]=[CH:21][C:22]=1[NH:23][CH2:24][CH3:25])[C:18]#[N:19])[C:2]1[CH:7]=[CH:6][CH:5]=[CH:4][CH:3]=1.[CH2:26]1[CH2:36][CH2:35][N:34]2[C:29](=[N:30][CH2:31]C[CH2:33]2)[CH2:28][CH2:27]1.[CH3:37]N(C=O)C>>[CH2:1]([N:8]1[C:12](=[O:13])[C:11](=[C:29]2[N:34]([CH3:33])[C:35]3[CH:37]=[CH:28][CH:27]=[CH:26][C:36]=3[N:30]2[CH3:31])[S:10][C:9]1=[N:14][C:15]1[CH:16]=[C:17]([CH:20]=[CH:21][C:22]=1[NH:23][CH2:24][CH3:25])[C:18]#[N:19])[C:2]1[CH:7]=[CH:6][CH:5]=[CH:4][CH:3]=1. Reported procedure: To a solution of the above salt (66 mg, 0.2 mmol) and 3-(3-benzyl-4-oxothiazolidin-2-ylideneamino)-4-(ethylamino)benzonitrile (70 mg, 0.2 mmol) in DMF was added DBU (62 mL, 2 equiv) and the solution was heated to 100° C. for 48 h. Evaporation of solvent under high vacuum gave a crude, which was purified by chromatography on silica gel eluting with EtOAc-hexane (1:1) to give the title compound (3.6 mg). 1H-NMR indicated one isomer. 1H-NMR (CDCl3): δ 7.46 (2H, m), 7.22–7.36 (8H, m), 6.46 (1H, d), ... Starting materials: C=C1c2ccccc2C=Cc2ccc(Br)cc21, C1CCOC1. Product: OCC1c2ccccc2C=Cc2ccc(Br)cc21. Reaction SMILES: [Br:1][c:2]1[cH:3][cH:4][c:5]2[c:6]([cH:17]1)[C:7](=[CH2:16])[c:8]1[c:9]([cH:12][cH:13][cH:14][cH:15]1)[CH:10]=[CH:11]2.[O:18]1[CH2:19][CH2:20][CH2:21][CH2:22]1>>[Br:1][c:2]1[cH:3][cH:4][c:5]2[c:6]([cH:17]1)[CH:7]([CH2:16][OH:18])[c:8]1[c:9]([cH:12][cH:13][cH:14][cH:15]1)[CH:10]=[CH:11]2. Reactants: O=C([O-])[O-], CCOC(C)=O, [Cs+], [Cs+], O=[N+]([O-])c1ccc(F)cc1, [H-], [Na+], CN(C)C=O, O, c1cnc2[nH]ncc2c1. Product: O=[N+]([O-])c1ccc(-n2ncc3cccnc32)cc1. RXN SMILES: [C:22](=[O:23])([O-:24])[O-:25].[CH3:33][CH2:34][O:35][C:36]([CH3:37])=[O:38].[Cs+:26].[Cs+:27].[F:12][c:13]1[cH:14][cH:15][c:16]([N+:19](=[O:20])[O-:21])[cH:17][cH:18]1.[H-:10].[Na+:11].[O:28]=[CH:29][N:30]([CH3:31])[CH3:32].[OH2:39].[nH:1]1[n:2][cH:3][c:4]2[c:5]1[n:6][cH:7][cH:8][cH:9]2>>[n:1]1(-[c:13]2[cH:14][cH:15][c:16]([N+:19](=[O:20])[O-:21])[cH:17][cH:18]2)[n:2][cH:3][c:4]2[c:5]1[n:6][cH:7][cH:8][cH:9]2.